The task is: describe an organic reaction: reactants, conditions, products, and yield. This data is from the Open Reaction Database (ORD), a public repository of structured organic reaction records. Starting materials: C1CCOC1, C[Si](C)(C)Cl, CC(C)(CI)c1ccccc1, [Zn]. Product: [I-], CC(C)(C[Zn+])c1ccccc1. As a reaction SMILES: [CH2:18]1[O:19][CH2:20][CH2:21][CH2:22]1.[CH3:2][Si:3]([Cl:4])([CH3:5])[CH3:6].[I:7][CH2:8][C:9]([CH3:10])([CH3:11])[c:12]1[cH:13][cH:14][cH:15][cH:16][cH:17]1.[Zn:1]>>[I-:7].[Zn+:1][CH2:8][C:9]([CH3:10])([CH3:11])[c:12]1[cH:13][cH:14][cH:15][cH:16][cH:17]1. Yields the product c1ccc(C2CCCCS2)nc1. RXN SMILES: [CH3:14][C:15]([CH3:16])([O-:17])[CH3:18].[CH3:21][CH2:22][O:23][CH2:24][CH3:25].[Cl:1][CH2:2][CH2:3][CH2:4][CH2:5][S:6][CH2:7][c:8]1[n:9][cH:10][cH:11][cH:12][cH:13]1.[K+:19].[O:26]1[CH2:27][CH2:28][CH2:29][CH2:30]1.[OH2:20]>>[CH2:2]1[CH2:3][CH2:4][CH2:5][S:6][CH:7]1[c:8]1[n:9][cH:10][cH:11][cH:12][cH:13]1. The reactants are CC(C)(C)[O-], CCOCC, ClCCCCSCc1ccccn1, [K+], C1CCOC1, O. The reactants are COC([C@H](C1CCCCC1)NC(C(CC1=CC=C(C=C1)C(NO)=N)C(NCC1=CC=CC=C1)=O)=O)=O ({2-(R,S)-Benzylcarbamoyl-3-[4-(N-hydroxycarbamimidoyl)-phenyl]-propionylamino}-(S)-cyclohexyl-acetic acid methyl ester). The reagents and catalysts are [Pd] (palladium/charcoal). Run in C(C)(=O)O (acetic acid). Product: COC([C@H](C1CCCCC1)NC(C(CC1=CC=C(C=C1)C(N)=N)C(NCC1=CC=CC=C1)=O)=O)=O ([2-(R,S)-Benzylcarbamoyl-3-(4-carbamimidoyl-phenyl)-propionylamino]-(S)-cyclohexyl-acetic Acid Methyl Ester). RXN SMILES: [CH3:1][O:2][C:3](=[O:36])[C@@H:4]([NH:11][C:12](=[O:35])[CH:13]([C:25](=[O:34])[NH:26][CH2:27][C:28]1[CH:33]=[CH:32][CH:31]=[CH:30][CH:29]=1)[CH2:14][C:15]1[CH:20]=[CH:19][C:18]([C:21](=[NH:24])[NH:22]O)=[CH:17][CH:16]=1)[CH:5]1[CH2:10][CH2:9][CH2:8][CH2:7][CH2:6]1>C(O)(=O)C.[Pd]>[CH3:1][O:2][C:3](=[O:36])[C@@H:4]([NH:11][C:12](=[O:35])[CH:13]([C:25](=[O:34])[NH:26][CH2:27][C:28]1[CH:29]=[CH:30][CH:31]=[CH:32][CH:33]=1)[CH2:14][C:15]1[CH:16]=[CH:17][C:18]([C:21](=[NH:22])[NH2:24])=[CH:19][CH:20]=1)[CH:5]1[CH2:6][CH2:7][CH2:8][CH2:9][CH2:10]1. Procedure: {2-(R,S)-Benzylcarbamoyl-3-[4-(N-hydroxycarbamimidoyl)-phenyl]-propionylamino}-(S)-cyclohexyl-acetic acid methyl ester (7.6 g, 15.4 mmol) was hydrogenated in acetic acid with palladium/charcoal to give the desired product which was used without further purification in the next step. mp.: 101-104° C., MS m/z: 479 (M+H)+. The reactants are C(#N)C1=NN(C(=C1I)N1C=CC=C1)C1=C(C=C(C=C1Cl)C(F)(F)F)Cl (3-cyano-1-(2,6-dichloro-4-trifluoromethylphenyl)4-iodo-5-(N-pyrrolyl)pyrazole), C[Si](C)(C)C#C (trimethylsilylacetylene), cuprous iodide, O (water), C(C)OCC (diethyl ether). Reagents/catalysts: C1=CC=C(C=C1)P(C2=CC=CC=C2)C3=CC=CC=C3.C1=CC=C(C=C1)P(C2=CC=CC=C2)C3=CC=CC=C3.Cl[Pd]Cl (bis(triphenylphosphine)palladium (II) chloride). Run in C(C)N(CC)CC (triethylamine), CN(C=O)C (dimethylformamide). Run at temperature 70 celsius. Product: C(#N)C1=NN(C(=C1C#C[Si](C)(C)C)N1C=CC=C1)C1=C(C=C(C=C1Cl)C(F)(F)F)Cl (3-Cyano-1-(2,6-dichloro-4-trifluoromethylphenyl)-5-(N-pyrrolyl)4-trimethylsilylethynylpyrazole). RXN SMILES: [C:1]([C:3]1[C:7](I)=[C:6]([N:9]2[CH:13]=[CH:12][CH:11]=[CH:10]2)[N:5]([C:14]2[C:19]([Cl:20])=[CH:18][C:17]([C:21]([F:24])([F:23])[F:22])=[CH:16][C:15]=2[Cl:25])[N:4]=1)#[N:2].[CH3:26][Si:27]([C:30]#[CH:31])([CH3:29])[CH3:28].O.C(OCC)C>C(N(CC)CC)C.CN(C)C=O.C1C=CC(P(C2C=CC=CC=2)C2C=CC=CC=2)=CC=1.C1C=CC(P(C2C=CC=CC=2)C2C=CC=CC=2)=CC=1.Cl[Pd]Cl>[C:1]([C:3]1[C:7]([C:31]#[C:30][Si:27]([CH3:29])([CH3:28])[CH3:26])=[C:6]([N:9]2[CH:13]=[CH:12][CH:11]=[CH:10]2)[N:5]([C:14]2[C:19]([Cl:20])=[CH:18][C:17]([C:21]([F:24])([F:23])[F:22])=[CH:16][C:15]=2[Cl:25])[N:4]=1)#[N:2] |f:6.7.8|. Procedure: To a stirred solution of 3-cyano-1-(2,6-dichloro-4-trifluoromethylphenyl)4-iodo-5-(N-pyrrolyl)pyrazole (0.55 g) in triethylamine (1 ml) and dimethylformamide (10 ml) was added trimethylsilylacetylene (1 ml), cuprous iodide (15 mg) and bis(triphenylphosphine)palladium (II) chloride (30 mg). The reaction mixture was heated at 70° C. for 24 hours, and then poured into water (100 ml) and diethyl ether (100 ml). The organic layer was dried over MgSO4 and the solvent was evaporated. The crude product ... Starting materials: Cl (HCl), C(C)OC=1C=C(C=CC1OC)C(CCO)N1C(C=2C(C1=O)=CC=CC2)=O (3-(3'-ethoxy-4'-methoxyphenyl)-3-phthalimido-1-propanol), C(C)Br (ethyl bromide), [H-].[Na+] (NaH). Reagents/catalysts: [NH4+].[Cl-] (NH4Cl), [I-].C(CCC)[N+](CCCC)(CCCC)CCCC (tetrabutyl ammonium iodide). Run in C1CCOC1 (THF). Reaction conditions: time 45 minute. Yields the product C(C)OCCC(N1C(C=2C(C1=O)=CC=CC2)=O)C2=CC(=C(C=C2)OC)OCC (1-ethoxy-3-(3'-ethoxy-4'-methoxyphenyl)-3-phthalimidopropane). Yield: 74.0%. Reaction SMILES: [CH2:1]([O:3][C:4]1[CH:5]=[C:6]([CH:12]([N:16]2[C:20](=[O:21])[C:19]3=[CH:22][CH:23]=[CH:24][CH:25]=[C:18]3[C:17]2=[O:26])[CH2:13][CH2:14][OH:15])[CH:7]=[CH:8][C:9]=1[O:10][CH3:11])[CH3:2].[CH2:27](Br)[CH3:28].[H-].[Na+].Cl>[I-].C([N+](CCCC)(CCCC)CCCC)CCC.C1COCC1.[NH4+].[Cl-]>[CH2:27]([O:15][CH2:14][CH2:13][CH:12]([C:6]1[CH:7]=[CH:8][C:9]([O:10][CH3:11])=[C:4]([O:3][CH2:1][CH3:2])[CH:5]=1)[N:16]1[C:20](=[O:21])[C:19]2=[CH:22][CH:23]=[CH:24][CH:25]=[C:18]2[C:17]1=[O:26])[CH3:28] |f:2.3,5.6,8.9|. Procedure: To a stirred solution of 3-(3'-ethoxy-4'-methoxyphenyl)-3-phthalimido-1-propanol (1 gram, 2.82 mmol), ethyl bromide (0.42 mL, 5.63 mmol), and tetrabutyl ammonium iodide (200 mg, 0.54 mmol) in THF (10 mL) at room temperature, was added NaH (270 mg, 60%, 6.75 mmol). The mixture was stirred at room temperature for 45 minutes, and then was heated to reflux for 4 h. To the mixture was added a few drops of NH4Cl, then HCl (1N, 25 mL). The organic layer was separated. The aqueous layer was extracted wi... Reaction SMILES: [Br:6][c:7]1[cH:8][c:9]2[cH:10][cH:11][c:12]([C:17]([Br:18])([Br:19])[Br:20])[n:13][c:14]2[cH:15][cH:16]1.[OH2:21].[S:1]([OH:2])(=[O:3])(=[O:4])[OH:5]>>[OH:2][C:17]([c:12]1[cH:11][cH:10][c:9]2[cH:8][c:7]([Br:6])[cH:16][cH:15][c:14]2[n:13]1)=[O:21]. Yields the product O=C(O)c1ccc2cc(Br)ccc2n1. Reactants: Brc1ccc2nc(C(Br)(Br)Br)ccc2c1, O, O=S(=O)(O)O. Reactants: O=C([O-])[O-], CO, [K+], [K+], CC(C)(C)OC(=O)N1CCN(CC(c2cccc(C#C[Si](C)(C)C)c2)C2(O)CCCCC2)CC1. Product: C#Cc1cccc(C(CN2CCN(C(=O)OC(C)(C)C)CC2)C2(O)CCCCC2)c1. RXN SMILES: [C:35](=[O:36])([O-:37])[O-:38].[CH3:41][OH:42].[K+:39].[K+:40].[OH:1][C:2]1([CH:8]([CH2:9][N:10]2[CH2:11][CH2:12][N:13]([C:16](=[O:17])[O:18][C:19]([CH3:20])([CH3:21])[CH3:22])[CH2:14][CH2:15]2)[c:23]2[cH:24][c:25]([C:29]#[C:30][Si:31]([CH3:32])([CH3:33])[CH3:34])[cH:26][cH:27][cH:28]2)[CH2:3][CH2:4][CH2:5][CH2:6][CH2:7]1>>[OH:1][C:2]1([CH:8]([CH2:9][N:10]2[CH2:11][CH2:12][N:13]([C:16](=[O:17])[O:18][C:19]([CH3:20])([CH3:21])[CH3:22])[CH2:14][CH2:15]2)[c:23]2[cH:24][c:25]([C:29]#[CH:30])[cH:26][cH:27][cH:28]2)[CH2:3][CH2:4][CH2:5][CH2:6][CH2:7]1.